Dataset: the Open Reaction Database (ORD), a public repository of structured organic reaction records. Task: describe an organic reaction: reactants, conditions, products, and yield Reactants: [Se](=O)=O (selenium dioxide), O1CCOCC1 (dioxane), C(CC)S(=O)(=O)N=C1SC=C(N1)CC(=O)OCC (ethyl 2-(2-propanesulfonylimino-2,3-dihydro-1,3-thiazol-4-yl)acetate), [Se](=O)=O (selenium dioxide), C(CC)S(=O)(=O)NC=1SC=C(N1)CC(=O)OCC (ethyl 2-(2-propanesulfonylamino-1,3-thiazol-4-yl)acetate), [Se](=O)=O (selenium dioxide). Solvent: O (water). Product: C(CC)S(=O)(=O)NC=1SC=C(N1)C(C(=O)OCC)=O (ethyl 2-(2-propanesulfonylamino-1,3-thiazol-4-yl)glyoxylate). Reaction SMILES: [Se](=O)=O.[O:4]1CCOCC1.[CH2:10]([S:13]([NH:16][C:17]1[S:18][CH:19]=[C:20]([CH2:22][C:23]([O:25][CH2:26][CH3:27])=[O:24])[N:21]=1)(=[O:15])=[O:14])[CH2:11][CH3:12]>O>[CH2:10]([S:13]([NH:16][C:17]1[S:18][CH:19]=[C:20]([C:22](=[O:4])[C:23]([O:25][CH2:26][CH3:27])=[O:24])[N:21]=1)(=[O:15])=[O:14])[CH2:11][CH3:12]. Procedure details: To a solution prepared by stirring a mixture of selenium dioxide (6.2 g.), dioxane (320 ml.) and water (6.4 ml.) at 50° to 60° C. was added ethyl 2-(2-propanesulfonylamino-1,3-thiazol-4-yl)acetate, which can be represented as ethyl 2-(2-propanesulfonylimino-2,3-dihydro-1,3-thiazol-4-yl)acetate, (16.3 g.), and the mixture was refluxed for 1 hour. To the mixture was added selenium dioxide (0.6 g.), and the mixture was further refluxed for 30 minutes and selenium dioxide (0.3 g.) was added thereto,...